From a dataset of the Open Reaction Database (ORD), a public repository of structured organic reaction records. describe an organic reaction: reactants, conditions, products, and yield The solvent is C(C)O (ethanol), O (water). Procedure details: Then, ethyl 1-(4-fluorophenyl)-3,5-dimethylpyrazole-4-carboxylate (15.5 g) was dissolved in a mixed solvent of ethanol (30 ml) and water (30 ml). Sodium hydroxide (2.75 g) was added and the mixture was stirred at a refluxing temperature for 30 min. After evaporation of ethanol, dilute hydrochloric acid was added to the residue. The obtained solid was recrystallized from aqueous methanol solution to give the title compound (11.5 g), melting point: 219–220° C. Isolated yield 83.1%. Reactants: FC1=CC=C(C=C1)N1N=C(C(=C1C)C(=O)OCC)C (ethyl 1-(4-fluorophenyl)-3,5-dimethylpyrazole-4-carboxylate), [OH-].[Na+] (Sodium hydroxide). Conditions: time 30 minute. The product is FC1=CC=C(C=C1)N1N=C(C(=C1C)C(=O)O)C (1-(4-Fluorophenyl)-3,5-dimethylpyrazole-4-carboxylic acid). As a reaction SMILES: [F:1][C:2]1[CH:7]=[CH:6][C:5]([N:8]2[C:12]([CH3:13])=[C:11]([C:14]([O:16]CC)=[O:15])[C:10]([CH3:19])=[N:9]2)=[CH:4][CH:3]=1.[OH-].[Na+]>C(O)C.O>[F:1][C:2]1[CH:3]=[CH:4][C:5]([N:8]2[C:12]([CH3:13])=[C:11]([C:14]([OH:16])=[O:15])[C:10]([CH3:19])=[N:9]2)=[CH:6][CH:7]=1 |f:1.2|. Reactants: FC1=C2C=CNC2=C(C=C1)Br (4-fluoro-7-bromoindole), [Li]CCCC (n-BuLi), CN(C)C=O (DMF). RXN SMILES: [F:1][C:2]1[CH:10]=[CH:9][C:8](Br)=[C:7]2[C:3]=1[CH:4]=[CH:5][NH:6]2.[Li]CCCC.CN([CH:20]=[O:21])C>C1COCC1>[F:1][C:2]1[CH:10]=[CH:9][C:8]([CH:20]=[O:21])=[C:7]2[C:3]=1[CH:4]=[CH:5][NH:6]2. The product is FC1=C2C=CNC2=C(C=C1)C=O (4-fluoroindole-7-carboxaldehyde). Run at temperature -78 celsius, time 15 minute. Procedure details: To a solution of 4-fluoro-7-bromoindole (1.0 g, 4.7 mmol) in THF (5 mL) at −78° C. was added n-BuLi (5.6 mL, 2.5M in hexanes) dropwise. The mixture was stirred for 15 min at −78° C., was allowed to warm to 5° C. for 30 min and was then re-cooled to −78° C. DMF (1.8 mL) was then added and the mixture was allowed to warm to room temperature slowly. The reaction was quenched with water and was extracted with ether. The organic phase was dried over MgSO4, filtered and concentrated to afford 4-fluoro... Solvent: C1CCOC1 (THF). Reactants: [Cl-].[NH4+] (ammonium chloride), C(C)OC(CS(=O)(=O)C)=O (Ethyl(methylsulfonyl)acetate), [H-].[Na+] (sodium hydride), ICC (1-iodoethane). Solvent: O (water), CN(C)C=O (DMF). Conditions: time 30 minute. The product is CS(=O)(=O)C(C(=O)OCC)CC (Ethyl 2-(methylsulfonyl)butanoate). The yield is 25.7%. Reaction SMILES: [CH2:1]([O:3][C:4](=[O:10])[CH2:5][S:6]([CH3:9])(=[O:8])=[O:7])[CH3:2].[H-].[Na+].I[CH2:14][CH3:15].[Cl-].[NH4+]>CN(C=O)C.O>[CH3:9][S:6]([CH:5]([CH2:14][CH3:15])[C:4]([O:3][CH2:1][CH3:2])=[O:10])(=[O:8])=[O:7] |f:1.2,4.5|. Procedure: Ethyl(methylsulfonyl)acetate (0.79 mL, 5.8 mmol, 1.0 equiv) was added dropwise via syringe to a mixture of sodium hydride (0.25 g 60% in mineral oil, 6.1 mmol, 1.1 equiv) in DMF (20 mL) at room temperature. The mixture was allowed to stir for 30 min, after which time 1-iodoethane (0.48 mL, 5.8 mmol, 1.0 equiv) was added. The reaction was allowed to stir overnight. A solution of saturated ammonium chloride (10 mL) and water (10 mL) were added, and the resulting mixture was extracted with diethyl ...